This data is from the Open Reaction Database (ORD), a public repository of structured organic reaction records. The task is: describe an organic reaction: reactants, conditions, products, and yield Starting materials: B1C2CCCC1CCC2 (9-BBN), [Al] (aluminium), C(C)(C)(C)OC(NC1=C(C=C(C=C1)[Si](C)(C)CC=C)OCC)=O (tert-butyl-N-{4-[allyl(dimethyl)silyl]-2-ethoxyphenyl}carbamate), C(=O)([O-])[O-].[Na+].[Na+] (Na2CO3). The reagents and catalysts are C=1C=CC(=CC1)[P](C=2C=CC=CC2)(C=3C=CC=CC3)[Pd]([P](C=4C=CC=CC4)(C=5C=CC=CC5)C=6C=CC=CC6)([P](C=7C=CC=CC7)(C=8C=CC=CC8)C=9C=CC=CC9)[P](C=1C=CC=CC1)(C=1C=CC=CC1)C=1C=CC=CC1 (Pd(PPh3)4), C=1C=CC(=CC1)[P](C=2C=CC=CC2)(C=3C=CC=CC3)[Pd]([P](C=4C=CC=CC4)(C=5C=CC=CC5)C=6C=CC=CC6)([P](C=7C=CC=CC7)(C=8C=CC=CC8)C=9C=CC=CC9)[P](C=1C=CC=CC1)(C=1C=CC=CC1)C=1C=CC=CC1 (Pd(PPh3)4). Run in C1CCOC1 (THF), C1CCOC1 (THF), C1CCOC1 (THF), C1CCOC1 (THF). Run at time 4 hour. Yields the product C(C)(C)(C)OC(NC1=C(C=CC=C1)OCC)=O (tert-butyl-N-(2-ethoxyphenyl)carbamate). Yield: 103.8%. Reaction SMILES: [C:1]([O:5][C:6](=[O:23])[NH:7][C:8]1[CH:13]=[CH:12][C:11]([Si](CC=C)(C)C)=[CH:10][C:9]=1[O:20][CH2:21][CH3:22])([CH3:4])([CH3:3])[CH3:2].B1C2CCCC1CCC2.C([O-])([O-])=O.[Na+].[Na+].[Al]>C1COCC1.C1C=CC([P]([Pd]([P](C2C=CC=CC=2)(C2C=CC=CC=2)C2C=CC=CC=2)([P](C2C=CC=CC=2)(C2C=CC=CC=2)C2C=CC=CC=2)[P](C2C=CC=CC=2)(C2C=CC=CC=2)C2C=CC=CC=2)(C2C=CC=CC=2)C2C=CC=CC=2)=CC=1>[C:1]([O:5][C:6](=[O:23])[NH:7][C:8]1[CH:13]=[CH:12][CH:11]=[CH:10][C:9]=1[O:20][CH2:21][CH3:22])([CH3:4])([CH3:3])[CH3:2] |f:2.3.4,^1:48,50,69,88|. Procedure details: In a 500 ml three-necked flask under an argon atmosphere, 8 g (23.8 mmol, 1.7 eq) of tert-butyl-N-{4-[allyl(dimethyl)silyl]-2-ethoxyphenyl}carbamate 7 is mixed with 100 ml of anhydrous THF. Then 42.8 ml (21.4 mmol, 1.5 eq) of 0.5 M 9-BBN is added in anhydrous THF. The reaction is allowed to progress at room temperature and under argon for 4 hours. Then 0.5 g (0.42 mmol, 3% eq) of Pd(PPh3)4, 12 ml (1.7 eq) of an aqueous 2 M Na2CO3 solution, and 3.5 g (14 mmol) of bromopolystyrene resin (substitut... Product: O1C(=CC=C1)C(=O)C(CCCCCC(C(=S)O)C1=CC=CC=C1)O (8-(2-Furoyl)-8-Hydroxy-2-Phenylthiooctanoic Acid). The reactants are Cl (hydrochloric acid), O1C(=CC=C1)C(=O)CCCCCC(C(=S)O)C1=CC=CC=C1 (7-(2-furoyl)-2-phenylthioheptanoic acid), C([O-])([O-])=O.[Na+].[Na+] (sodium carbonate), [BH4-].[Na+] (sodium borohydride). Procedure: To a stirred solution of 3.61 g of 7-(2-furoyl)-2-phenylthioheptanoic acid in 15 ml of DME is added 25 ml of water and 5.45 ml of 1.0 M aqueous sodium carbonate. The resulting solution is treated furing 1 min. with 0.41 g of sodium borohydride in small portions. The mixture is stirred at ambient temperature for 3.5 hours, diluted with ethyl acetate, cooled to 0°, and treated with 4 M hydrochloric acid. The ethyl acetate layer is washed with water and brine, dried over MgSO4, and concentrated to ... The solvent is COCCOC (DME), O (water), C(C)(=O)OCC (ethyl acetate). Reaction conditions: time 3.5 hour. As a reaction SMILES: [O:1]1[CH:5]=[CH:4][CH:3]=[C:2]1[C:6]([CH2:8][CH2:9][CH2:10][CH2:11][CH2:12][CH:13]([C:17]1[CH:22]=[CH:21][CH:20]=[CH:19][CH:18]=1)[C:14]([OH:16])=[S:15])=[O:7].[C:23](=O)([O-])[O-:24].[Na+].[Na+].[BH4-].[Na+].Cl>COCCOC.C(OCC)(=O)C.O>[O:24]1[CH:23]=[CH:5][CH:4]=[C:3]1[C:2]([CH:6]([OH:7])[CH2:8][CH2:9][CH2:10][CH2:11][CH2:12][CH:13]([C:17]1[CH:22]=[CH:21][CH:20]=[CH:19][CH:18]=1)[C:14]([OH:16])=[S:15])=[O:1] |f:1.2.3,4.5|. Reactants: CC(=O)O, CCCc1cc(N2CCC(=O)CC2)nc2sc3c(N)ncnc3c12, NCC(O)c1ccccc1, CN(C)C=O. Product: CCCc1cc(N2CCC(NCC(O)c3ccccc3)CC2)nc2sc3c(N)ncnc3c12. Reaction SMILES: [CH3:35][C:36](=[O:37])[OH:38].[NH2:1][c:2]1[c:3]2[c:4]([n:5][cH:6][n:7]1)[c:8]1[c:9]([s:10]2)[n:11][c:12]([N:18]2[CH2:19][CH2:20][C:21](=[O:24])[CH2:22][CH2:23]2)[cH:13][c:14]1[CH2:15][CH2:16][CH3:17].[NH2:25][CH2:26][CH:27]([OH:28])[c:29]1[cH:30][cH:31][cH:32][cH:33][cH:34]1.[O:39]=[CH:40][N:41]([CH3:42])[CH3:43]>>[NH2:1][c:2]1[c:3]2[c:4]([n:5][cH:6][n:7]1)[c:8]1[c:9]([s:10]2)[n:11][c:12]([N:18]2[CH2:19][CH2:20][CH:21]([NH:25][CH2:26][CH:27]([OH:28])[c:29]3[cH:30][cH:31][cH:32][cH:33][cH:34]3)[CH2:22][CH2:23]2)[cH:13][c:14]1[CH2:15][CH2:16][CH3:17].